This data is from the Open Reaction Database (ORD), a public repository of structured organic reaction records. The task is: describe an organic reaction: reactants, conditions, products, and yield Starting materials: ClCCl (dichloromethane), C([O-])([O-])=O.[Na+].[Na+] (sodium carbonate), C1(=CC=C(C=C1)S(=O)(=O)Cl)C (p-toluenesulfonyl chloride), COC(CN)OC (aminoacetaldehyde dimethylacetal). Solvent: O1CCCC1 (tetrahydrofuran). Conditions: time 3 day. Yields the product COC(CNS(=O)(=O)C1=CC=C(C=C1)C)OC (N-(2,2-dimethoxyethyl)-4-methylbenzenesulfonamide). As a reaction SMILES: [CH3:1][O:2][CH:3]([O:6][CH3:7])[CH2:4][NH2:5].C(=O)([O-])[O-].[Na+].[Na+].[C:14]1([CH3:24])[CH:19]=[CH:18][C:17]([S:20](Cl)(=[O:22])=[O:21])=[CH:16][CH:15]=1.ClCCl>O1CCCC1>[CH3:1][O:2][CH:3]([O:6][CH3:7])[CH2:4][NH:5][S:20]([C:17]1[CH:18]=[CH:19][C:14]([CH3:24])=[CH:15][CH:16]=1)(=[O:22])=[O:21] |f:1.2.3|. Procedure: 5.25 g (50 mmol) of aminoacetaldehyde dimethylacetal was dissolved in 400 ml of tetrahydrofuran. 106 g (1 mol) of sodium carbonate and 11.44 g (60 mmol) of p-toluenesulfonyl chloride were added to the obtained solution. They were stirred for 3 days and then treated with dichloromethane as the extracting solvent in an ordinary manner to obtain the title compound. After the purification by the silica gel column chromatography, the title compound was obtained. The reactants are CCO, N, COc1cc(-c2nc(SC)ncc2CO)cc(OC)c1OC. The product is COc1cc(-c2ncncc2CO)cc(OC)c1OC. As a reaction SMILES: [CH3:23][CH2:24][OH:25].[NH3:26].[OH:1][CH2:2][c:3]1[c:4](-[c:11]2[cH:12][c:13]([O:21][CH3:22])[c:14]([O:19][CH3:20])[c:15]([O:17][CH3:18])[cH:16]2)[n:5][c:6]([S:9][CH3:10])[n:7][cH:8]1>>[OH:1][CH2:2][c:3]1[c:4](-[c:11]2[cH:12][c:13]([O:21][CH3:22])[c:14]([O:19][CH3:20])[c:15]([O:17][CH3:18])[cH:16]2)[n:5][cH:6][n:7][cH:8]1.